Task: describe an organic reaction: reactants, conditions, products, and yield. Dataset: the Open Reaction Database (ORD), a public repository of structured organic reaction records The reactants are BrC1=C(C=CC(=C1)C(F)(F)F)N1C(=C(C2=C1N=C(N=C2Cl)C)C)C (7-(2-bromo-4-trifluoromethylphenyl)-4-chloro-2,5,6-trimethyl-7H-pyrrolo[2,3-d]pyrimidine), N1CC(CCC1)C#N (piperidine-3-carbonitrile), C(C)(C)N(C(C)C)CC (N,N-diisopropylethylamine). Solvent: C(C)O (ethanol). Yields the product BrC1=C(C=CC(=C1)C(F)(F)F)N1C(=C(C2=C1N=C(N=C2N2CC(CCC2)C#N)C)C)C (1-[7-(2-bromo-4-trifluoromethylphenyl)-2,5,6-trimethyl-7H-pyrrolo[2,3-d]pyrimidine-4-yl]piperidine-3-carbonitrile). Isolated yield 13.2%. As a reaction SMILES: [Br:1][C:2]1[CH:7]=[C:6]([C:8]([F:11])([F:10])[F:9])[CH:5]=[CH:4][C:3]=1[N:12]1[C:16]2[N:17]=[C:18]([CH3:22])[N:19]=[C:20](Cl)[C:15]=2[C:14]([CH3:23])=[C:13]1[CH3:24].[NH:25]1[CH2:30][CH2:29][CH2:28][CH:27]([C:31]#[N:32])[CH2:26]1.C(N(CC)C(C)C)(C)C>C(O)C>[Br:1][C:2]1[CH:7]=[C:6]([C:8]([F:11])([F:10])[F:9])[CH:5]=[CH:4][C:3]=1[N:12]1[C:16]2[N:17]=[C:18]([CH3:22])[N:19]=[C:20]([N:25]3[CH2:30][CH2:29][CH2:28][CH:27]([C:31]#[N:32])[CH2:26]3)[C:15]=2[C:14]([CH3:23])=[C:13]1[CH3:24]. Procedure details: A mixture of 7-(2-bromo-4-trifluoromethylphenyl)-4-chloro-2,5,6-trimethyl-7H-pyrrolo[2,3-d]pyrimidine (400 mg), piperidine-3-carbonitrile (290 mg), N,N-diisopropylethylamine (309 mg) in ethanol (2 mL) was heated at reflux for 6 days. The reaction mixture was cooled to room temperature, and concentrated under reduced pressure. The residue was purified by a silica gel column chromatography (silica gel: Wako Gel (C200), eluent: hexane/ethyl acetate=5:1) to obtain two diastereoisomers (low polar dia... Reactants: O=C([O-])[O-], N#Cc1ccc(Cl)cc1F, [Cs+], [Cs+], COc1cc(C=O)ccc1O, CN(C)C=O, O. Product: COc1cc(C=O)ccc1Oc1cc(Cl)ccc1C#N. Reaction SMILES: [C:22](=[O:23])([O-:24])[O-:25].[Cl:1][c:2]1[cH:3][c:4]([F:10])[c:5]([C:6]#[N:7])[cH:8][cH:9]1.[Cs+:26].[Cs+:27].[O:11]=[CH:12][c:13]1[cH:14][c:15]([O:16][CH3:17])[c:18]([OH:19])[cH:20][cH:21]1.[O:29]=[CH:30][N:31]([CH3:32])[CH3:33].[OH2:28]>>[Cl:1][c:2]1[cH:3][c:4]([O:19][c:18]2[c:15]([O:16][CH3:17])[cH:14][c:13]([CH:12]=[O:11])[cH:21][cH:20]2)[c:5]([C:6]#[N:7])[cH:8][cH:9]1. Starting materials: C1(=CC=CC=C1)P(C1=CC=CC=C1)C1=CC=CC=C1 (triphenylphosphine), N(=NC(=O)OCC)C(=O)OCC (diethyl azodicarboxylate), C(C)(C)(C)OC(=O)N[C@@H](C(C)(C)C)C(=O)N[C@@H](CC(C)C)CO (N-tert-butyloxycarbonyl-L-tert-butylglycyl-L-leucinol), C(C)(=S)O (thioacetic acid). Run in C1CCOC1 (THF), C1CCOC1 (THF). Reaction conditions: time 2 hour. Yields the product C(C)(C)(C)OC(=O)N[C@@H](C(C)(C)C)C(=O)N[C@@H](CC(C)C)CSC(C)=O (N-tert-butyloxycarbonyl-L-tert-butylglycyl-S-acetyl-L-leucinethiol). Isolated yield 63.0%. As a reaction SMILES: C1(P(C2C=CC=CC=2)C2C=CC=CC=2)C=CC=CC=1.N(C(OCC)=O)=NC(OCC)=O.[C:32]([O:36][C:37]([NH:39][C@H:40]([C:45]([NH:47][C@H:48]([CH2:53]O)[CH2:49][CH:50]([CH3:52])[CH3:51])=[O:46])[C:41]([CH3:44])([CH3:43])[CH3:42])=[O:38])([CH3:35])([CH3:34])[CH3:33].[C:55]([OH:58])(=[S:57])[CH3:56]>C1COCC1>[C:32]([O:36][C:37]([NH:39][C@H:40]([C:45]([NH:47][C@H:48]([CH2:53][S:57][C:55](=[O:58])[CH3:56])[CH2:49][CH:50]([CH3:52])[CH3:51])=[O:46])[C:41]([CH3:42])([CH3:43])[CH3:44])=[O:38])([CH3:33])([CH3:35])[CH3:34]. Procedure: To a solution triphenylphosphine (373 mg, 1.42 mmol) and diethyl azodicarboxylate (225 μL, 1.42 mmol) in THF (6 mL) at 0° was added a solution of N-tert-butyloxy carbonyl-L-tert-butylglycyl-L-leucinol 10 (313 mg, 0.950 mmol) and thioacetic acid (100 μL, 1.42 mmol) in THF (4 mL). The mixture was stirred at 0° for 2 h and the solvent was removed under vacuum. The residue was purified by flash chromatography (SiO2, 10-30% EtOAc-hexane) to give the corresponding title compound 11 in 63% yield (232 m... Starting materials: [OH-].[K+] (KOH), O=C1C2=C(N(N=C1C(=O)OCC)C1=CC(=CC=C1)SC=1C=NC=CC1)N=CC=C2 (Ethyl 4-oxo-1-(3-(pyridin-3-ylthio)phenyl)-1,4-dihydropyridino[2,3-c]pyridazine-3-carboxylate), Cl (hydrochloric acid). The solvent is CO (methanol). Product: O=C1C2=C(N(N=C1C(=O)O)C1=CC(=CC=C1)SC=1C=NC=CC1)N=CC=C2 (4-oxo-1-(3-(pyridin-3-ylthio)phenyl)-1,4-dihydropyridino[2,3-c]pyridazine-3-carboxylic acid). Yield: 17.7%. As a reaction SMILES: [O:1]=[C:2]1[C:7]([C:8]([O:10]CC)=[O:9])=[N:6][N:5]([C:13]2[CH:18]=[CH:17][CH:16]=[C:15]([S:19][C:20]3[CH:21]=[N:22][CH:23]=[CH:24][CH:25]=3)[CH:14]=2)[C:4]2[N:26]=[CH:27][CH:28]=[CH:29][C:3]1=2.[OH-].[K+].Cl>CO>[O:1]=[C:2]1[C:7]([C:8]([OH:10])=[O:9])=[N:6][N:5]([C:13]2[CH:18]=[CH:17][CH:16]=[C:15]([S:19][C:20]3[CH:21]=[N:22][CH:23]=[CH:24][CH:25]=3)[CH:14]=2)[C:4]2[N:26]=[CH:27][CH:28]=[CH:29][C:3]1=2 |f:1.2|. Reported procedure: Ethyl 4-oxo-1-(3-(pyridin-3-ylthio)phenyl)-1,4-dihydropyridino[2,3-c]pyridazine-3-carboxylate (1.2 g, 3 mmol) was dispersed in 100 ml of methanol, KOH (840 mg, 15 mmol) was added, reacted at 40° C. for 4 h. The reaction solution was regulated with hydrochloric acid to pH 7, precipitated out solid, suction filtrated and dried to obtain an object product 200 mg. Reactants: Cc1ccccc1, CCN(C(C)C)C(C)C, ClCCNCCCl, Cl, Cl, [K+], COc1ccc2cc(C(C)=O)cc(N)c2c1, [OH-], O. The product is COc1ccc2cc(C(C)=O)cc(N3CCNCC3)c2c1. Reaction SMILES: [CH3:38][c:39]1[cH:40][cH:41][cH:42][cH:43][cH:44]1.[CH:26]([N:27]([CH:28]([CH3:29])[CH3:30])[CH2:31][CH3:32])([CH3:33])[CH3:34].[Cl:19][CH2:20][CH2:21][NH:22][CH2:23][CH2:24][Cl:25].[ClH:18].[ClH:1].[K+:36].[NH2:2][c:3]1[cH:4][c:5]([C:15]([CH3:16])=[O:17])[cH:6][c:7]2[cH:8][cH:9][c:10]([O:13][CH3:14])[cH:11][c:12]12.[OH-:35].[OH2:37]>>[N:2]1([c:3]2[cH:4][c:5]([C:15]([CH3:16])=[O:17])[cH:6][c:7]3[cH:8][cH:9][c:10]([O:13][CH3:14])[cH:11][c:12]23)[CH2:20][CH2:21][NH:22][CH2:23][CH2:24]1. Starting materials: C1(=CC=CC=C1)S (Thiophenol), C(C)(=O)N[C@@H](CS(=O)(=O)C1=CC=C(C=C1)F)C(=O)O (N-Acetyl-3-[(4-fluorophenyl)sulfonyl]alanine), C(=O)([O-])[O-].[K+].[K+] (K2CO3). Run in CN(C)C=O (DMF). Run at temperature 9 celsius, time 2 hour. The product is C(C)(=O)N[C@@H](CS(=O)(=O)C1=CC=C(C=C1)SC1=CC=CC=C1)C(=O)O (N-Acetyl-3-[[4-(phenylthio)phenyl]sulfonyl]alanine). Reaction SMILES: [C:1]1([SH:7])[CH:6]=[CH:5][CH:4]=[CH:3][CH:2]=1.[C:8]([NH:11][C@H:12]([C:24]([OH:26])=[O:25])[CH2:13][S:14]([C:17]1[CH:22]=[CH:21][C:20](F)=[CH:19][CH:18]=1)(=[O:16])=[O:15])(=[O:10])[CH3:9].C([O-])([O-])=O.[K+].[K+]>CN(C=O)C>[C:8]([NH:11][C@H:12]([C:24]([OH:26])=[O:25])[CH2:13][S:14]([C:17]1[CH:22]=[CH:21][C:20]([S:7][C:1]2[CH:6]=[CH:5][CH:4]=[CH:3][CH:2]=2)=[CH:19][CH:18]=1)(=[O:16])=[O:15])(=[O:10])[CH3:9] |f:2.3.4|. Procedure details: Thiophenol (7.27 g, 71.0 mmol) was added to a solution of the title compound of Example 11b (17.0g, 59.0 mmol) and K2CO3 (24.4 g, 177 mmol) in DMF (200 mL). After heating at 9 degrees C. for 2 hours, the mixture was concentrated under a stream of N2. The solution was acidified to pH=1 with 1M KHSO4, extracted into EtOAc (2×) and the organic phases were washed with brine and dried over MgSO4. The solution was concentrated in vacuo to yield the title compound as a white solid and was carried on wi...